The task is: describe an organic reaction: reactants, conditions, products, and yield. This data is from the Open Reaction Database (ORD), a public repository of structured organic reaction records. The reactants are C(C1=CC=CC=C1)#N (benzonitrile), dichlorobis(trimethylphosphine)nickel, CP(C)C (trimethylphosphine), CCCCCCCCCCCCC (tridecane), C1(=CC=CC=C1)C#C (phenylacetylene), C(CCC)[Li] (n-butyllithium), C(C1=CC=CC=C1)#N (benzonitrile). The reagents and catalysts are [Zn+2].[Br-].[Br-] (ZnBr2). Solvent: C1CCOC1 (THF), C1CCOC1 (THF), C1CCOC1 (THF). Reaction conditions: time 44 hour. Product: C1(=CC=CC=C1)C#CC1=CC=CC=C1 (diphenylacetylene). The yield is 71.5%. Reaction SMILES: [C:1]1([C:7]#[CH:8])[CH:6]=[CH:5][CH:4]=[CH:3][CH:2]=1.C([Li])CCC.C(#N)[C:15]1[CH:20]=[CH:19][CH:18]=[CH:17][CH:16]=1.CP(C)C.CCCCCCCCCCCCC>C1COCC1.[Zn+2].[Br-].[Br-]>[C:1]1([C:7]#[C:8][C:15]2[CH:20]=[CH:19][CH:18]=[CH:17][CH:16]=2)[CH:6]=[CH:5][CH:4]=[CH:3][CH:2]=1 |f:6.7.8|. Procedure details: A solution of phenylacetylene (0.439 ml; 0.409 g; 4.00 mmol) in THF (2 ml) was treated at 0° C. with n-butyllithium (1.6 ml; 4.0 mmol; 2.5 M in hexanes) and the resulting solution was allowed to warm to room temperature for 10 min. The solution was cooled to 0° C., then treated with a solution of ZnBr2 (0.901 g; 4.00 mmol) in THF (2 ml) and allowed to warm to room temperature for 30 min. Solvent was removed in vacuo, then THF (2 ml) was added. This solution was then added to a room temperature s...